Dataset: the Open Reaction Database (ORD), a public repository of structured organic reaction records. Task: describe an organic reaction: reactants, conditions, products, and yield Starting materials: FC(C1=NC2=CC=CC=C2C(=C1C(=O)OCC)O)(F)F (ethyl 2-trifluoromethyl-4-hydroxy-3-quinoline-carboxylate). Solvent: CCOCC (ether). The product is FC(C1=NC2=CC=CC=C2C(=C1C(=O)O)O)(F)F (2-trifluoromethyl-4-hydroxy-3-quinoline-carboxylic acid). Isolated yield 97.2%. As a reaction SMILES: [F:1][C:2]([F:20])([F:19])[C:3]1[C:12]([C:13]([O:15]CC)=[O:14])=[C:11]([OH:18])[C:10]2[C:5](=[CH:6][CH:7]=[CH:8][CH:9]=2)[N:4]=1>CCOCC>[F:20][C:2]([F:1])([F:19])[C:3]1[C:12]([C:13]([OH:15])=[O:14])=[C:11]([OH:18])[C:10]2[C:5](=[CH:6][CH:7]=[CH:8][CH:9]=2)[N:4]=1. Procedure: Using the procedure of Step E of Example 8, 30 g of the product of Step D were reacted to obtain without ether purification 26.3 g of 2-trifluoromethyl-4-hydroxy-3-quinoline-carboxylic acid melting at 262° C.